From a dataset of the Open Reaction Database (ORD), a public repository of structured organic reaction records. describe an organic reaction: reactants, conditions, products, and yield Reactants: C(C)(C)(C)OC(=O)N1C[C@@H](C[C@@H](C1)N(CC(C)C)C(=O)C=1C(=NC(=NC1)C(C)(C)C)NCCCOC)C(=O)O ((3R,5S)-1-(tert-Butoxycarbonyl)-5-[({2-tert-butyl-4-[(3-methoxypropyl)amino]pyrimidin-5-yl}carbonyl)(isobutyl)amino]piperidine-3-carboxylic acid), COC[C@@H]1NCCC1 ((2R)-2-(methoxymethyl)pyrrolidine), C=1C=CC2=C(C1)N=NN2O (HOBt), CCN=C=NCCCN(C)C.Cl (WSC.HCl). Solvent: CN(C)C=O (DMF), C(C)N(CC)CC (triethylamine). Run at time 18 hour. The product is C(C)(C)(C)C1=NC=C(C(=N1)NCCCOC)C(=O)N([C@@H]1CN(C[C@@H](C1)C(=O)N1[C@H](CCC1)COC)C(=O)OC(C)(C)C)CC(C)C (tert-butyl (3S,5R)-3-[({2-tert-butyl-4-[(3-methoxypropyl)amino]pyrimidin-5-yl}carbonyl)(2-methylpropyl)amino]-5-{[(2R)-2-(methoxymethyl)pyrrolidin-1-yl]carbonyl}piperidine-1-carboxylate). Isolated yield 75.8%. Reaction SMILES: [C:1]([O:5][C:6]([N:8]1[CH2:13][C@@H:12]([N:14]([C:19]([C:21]2[C:22]([NH:31][CH2:32][CH2:33][CH2:34][O:35][CH3:36])=[N:23][C:24]([C:27]([CH3:30])([CH3:29])[CH3:28])=[N:25][CH:26]=2)=[O:20])[CH2:15][CH:16]([CH3:18])[CH3:17])[CH2:11][C@@H:10]([C:37]([OH:39])=O)[CH2:9]1)=[O:7])([CH3:4])([CH3:3])[CH3:2].[CH3:40][O:41][CH2:42][C@H:43]1[CH2:47][CH2:46][CH2:45][NH:44]1.C1C=CC2N(O)N=NC=2C=1.CCN=C=NCCCN(C)C.Cl>CN(C=O)C.C(N(CC)CC)C>[C:27]([C:24]1[N:23]=[C:22]([NH:31][CH2:32][CH2:33][CH2:34][O:35][CH3:36])[C:21]([C:19]([N:14]([CH2:15][CH:16]([CH3:17])[CH3:18])[C@H:12]2[CH2:11][C@@H:10]([C:37]([N:44]3[CH2:45][CH2:46][CH2:47][C@@H:43]3[CH2:42][O:41][CH3:40])=[O:39])[CH2:9][N:8]([C:6]([O:5][C:1]([CH3:4])([CH3:2])[CH3:3])=[O:7])[CH2:13]2)=[O:20])=[CH:26][N:25]=1)([CH3:29])([CH3:28])[CH3:30] |f:3.4|. Reported procedure: (3R,5S)-1-(tert-Butoxycarbonyl)-5-[({2-tert-butyl-4-[(3-methoxypropyl)amino]pyrimidin-5-yl}carbonyl)(isobutyl)amino]piperidine-3-carboxylic acid (102 mg), (2R)-2-(methoxymethyl)pyrrolidine (64 mg), HOBt (20 mg) and triethylamine (104 μl) were dissolved in DMF (5 ml), WSC.HCl (107 mg) was added, and the mixture was stirred at room temperature for 18 hr. The reaction mixture was concentrated under reduced pressure, and diluted with saturated aqueous sodium hydrogen carbonate, and the mixture was e... Reactants: C(C)(C)(C)OC(NCCON1C(C2=CC=CC=C2C1=O)=O)=O (tert-butyl(2-((1,3-dioxoisoindolin-2-yl)oxy)ethyl)carbamate), 9.8M methylamine methanol. Solvent: C(Cl)Cl (methylene chloride). Reaction conditions: time 2 hour. Product: NOCCNC(OC(C)(C)C)=O (tert-Butyl 2-(aminooxy)ethylcarbamate), crude product. The yield is 98.0%. Reaction SMILES: [C:1]([O:5][C:6](=[O:22])[NH:7][CH2:8][CH2:9][O:10][N:11]1C(=O)C2C(=CC=CC=2)C1=O)([CH3:4])([CH3:3])[CH3:2]>C(Cl)Cl>[NH2:11][O:10][CH2:9][CH2:8][NH:7][C:6](=[O:22])[O:5][C:1]([CH3:3])([CH3:2])[CH3:4]. Procedure details: To a solution of tert-butyl(2-((1,3-dioxoisoindolin-2-yl)oxy)ethyl)carbamate (1.83 g, 6.00 mmol) described in Reference Example 7 in methylene chloride (11 mL) was gradually added 9.8M methylamine methanol solution (1.83 mL), followed by stirring for 2 hours. The reaction solution was filtered and the filtrate was distilled off under reduced pressure, followed by extracting with 0.5M hydrochloric acid (24 mL). To the resulting aqueous layer were added methylene chloride and 1M sodium hydroxide (... The reactants are ClC1=C(NC(=C1Cl)C)C(=O)NC1CCNCC1 (3,4-dichloro-5-methyl-N-piperidin-4-yl-1H-pyrrole-2-carboxamide), ClC1=C(NC(=C1Cl)C)C(=O)NC1CCNCC1 (3,4-dichloro-5-methyl-N-piperidin-4-yl-1H-pyrrole-2-carboxamide), C(#N)N=C(SC)SC (dimethyl cyanodithioimidocarbonate). Solvent: ClC(C)Cl (dichloroethane). Yields the product C(#N)N=C(SC)N1CCC(CC1)NC(=O)C=1NC(=C(C1Cl)Cl)C (Methyl N-cyano-4-{[(3,4-dichloro-5-methyl-1H-pyrrol-2-yl)carbonyl]amino}piperidine-1-carbimidothioate). RXN SMILES: [Cl:1][C:2]1[C:6]([Cl:7])=[C:5]([CH3:8])[NH:4][C:3]=1[C:9]([NH:11][CH:12]1[CH2:17][CH2:16][NH:15][CH2:14][CH2:13]1)=[O:10].[C:18]([N:20]=[C:21](SC)[S:22][CH3:23])#[N:19]>ClC(Cl)C>[C:18]([N:20]=[C:21]([N:15]1[CH2:16][CH2:17][CH:12]([NH:11][C:9]([C:3]2[NH:4][C:5]([CH3:8])=[C:6]([Cl:7])[C:2]=2[Cl:1])=[O:10])[CH2:13][CH2:14]1)[S:22][CH3:23])#[N:19]. Procedure details: A solution of 3,4-dichloro-5-methyl-N-piperidin-4-yl-1H-pyrrole-2-carboxamide (Intermediate 90, 2.73 g, 10 mmol) and dimethyl cyanodithioimidocarbonate (1.61 g, 10 mmol) in dichloroethane was heated to reflux for 5 hours. The reaction mixture was concentrated to an orange oil which was purified by flash chromatography on silica gel (gradient elution from 100% DCM to 5% MeOH in DCM). Pure fractions were combined to yield the title compound in 2.25 g (61%). Reaction conditions: temperature 0 celsius, time 2 hour. Run in O (water), O (water). Reported procedure: In a one L three-necked flask were placed 31.9 g (0.24 mol) of L-aspartic acid and an aqueous solution of 19.2 g (0.48 mol) of sodium hydroxide in 150 mL of water under stirring. After the L-aspartic acid was dissolved, 120 mL of acetone was added to the mixture in the flask. Then, to the resultant reaction liquid which had been cooled to 0° C. were added dropwise over a period of 30 minutes, 52.2 g (0.2 mol) of pentadecanoyl chloride and an aqueous solution of 0.2N sodium hydroxide in 30 mL of ... The reactants are C(CCCCCCCCCCCCCC)(=O)Cl (pentadecanoyl chloride), [OH-].[Na+] (sodium hydroxide), N[C@@H](CC(=O)O)C(=O)O (L-aspartic acid), CC(=O)C (acetone), [OH-].[Na+] (sodium hydroxide), N[C@@H](CC(=O)O)C(=O)O (L-aspartic acid). Yields the product C(CCCCCCCCCCCCCC)(=O)N[C@@H](CC(=O)[O-])C(=O)[O-].[Na+].[Na+] (disodium pentadecanoyl-L-aspartate). RXN SMILES: [NH2:1][C@H:2]([C:7]([OH:9])=[O:8])[CH2:3][C:4]([OH:6])=[O:5].[OH-].[Na+:11].CC(C)=O.[C:16](Cl)(=[O:31])[CH2:17][CH2:18][CH2:19][CH2:20][CH2:21][CH2:22][CH2:23][CH2:24][CH2:25][CH2:26][CH2:27][CH2:28][CH2:29][CH3:30]>O>[C:16]([NH:1][C@H:2]([C:7]([O-:9])=[O:8])[CH2:3][C:4]([O-:6])=[O:5])(=[O:31])[CH2:17][CH2:18][CH2:19][CH2:20][CH2:21][CH2:22][CH2:23][CH2:24][CH2:25][CH2:26][CH2:27][CH2:28][CH2:29][CH3:30].[Na+:11].[Na+:11] |f:1.2,6.7.8|. The product is OCC(Nc1ncnc2sc3c(c12)CCNC3)c1ccccc1. RXN SMILES: [C:1]([O:2][C:3](=[O:4])[N:8]1[CH2:9][CH2:10][c:11]2[c:12]3[c:13]([NH:21][CH:22]([CH2:23][OH:24])[c:25]4[cH:26][cH:27][cH:28][cH:29][cH:30]4)[n:14][cH:15][n:16][c:17]3[s:18][c:19]2[CH2:20]1)([CH3:5])([CH3:6])[CH3:7].[C:38](=[O:39])([OH:40])[O-:41].[Cl:43][CH2:44][Cl:45].[F:31][C:32]([F:33])([F:34])[C:35]([OH:36])=[O:37].[Na+:42]>>[NH:8]1[CH2:9][CH2:10][c:11]2[c:12]3[c:13]([NH:21][CH:22]([CH2:23][OH:24])[c:25]4[cH:26][cH:27][cH:28][cH:29][cH:30]4)[n:14][cH:15][n:16][c:17]3[s:18][c:19]2[CH2:20]1. The reactants are CC(C)(C)OC(=O)N1CCc2c(sc3ncnc(NC(CO)c4ccccc4)c23)C1, O=C([O-])O, ClCCl, O=C(O)C(F)(F)F, [Na+]. Reactants: C(C)(=O)NCCCNC(SC)=S (methyl N-(3-acetamidopropyl)dithiocarbamate), [N-]=[N+]=[N-].[Na+] (sodium azide). Run in O1CCOCC1 (dioxane), O (water). Conditions: time 4 hour. Product: C(C)(=O)NCCCN1N=NN=C1S (1-(3-acetamidopropyl)-1H-tetrazol-5-thiol). The yield is 48.7%. Reaction SMILES: [C:1]([NH:4][CH2:5][CH2:6][CH2:7][NH:8][C:9](=[S:12])SC)(=[O:3])[CH3:2].[N-:13]=[N+:14]=[N-:15].[Na+]>O1CCOCC1.O>[C:1]([NH:4][CH2:5][CH2:6][CH2:7][N:8]1[C:9]([SH:12])=[N:15][N:14]=[N:13]1)(=[O:3])[CH3:2] |f:1.2|. Reported procedure: A mixture of a solution of methyl N-(3-acetamidopropyl)dithiocarbamate (193 g) in dioxane (610 ml) and a solution of sodium azide (79.42 g) in water (500 ml) was refluxed under stirring for 4 hours. Dioxane was distilled off and the remaining aqueous layer was washed with diethyl ether (150 ml×2), adjusted to pH 1 with 17.5% hydrochloric acid, and cooled in an ice bath. Precipitates were collected by filtration and washed with ice-water to give white powder of 1-(3-acetamidopropyl)-1H-tetrazol-5...